describe an organic reaction: reactants, conditions, products, and yield From a dataset of the Open Reaction Database (ORD), a public repository of structured organic reaction records. Reactants: COc1cc(-c2c(C(=O)O)n(NC(=O)OC(C)(C)C)c(=O)c3ccccc23)cc(OC)c1OC, ClCCl, CN(C)c1ccccn1, CCN=C=NCCCN(C)C, CO, CCOC(C)=O, Cl, O. Product: COC(=O)c1c(-c2cc(OC)c(OC)c(OC)c2)c2ccccc2c(=O)n1NC(=O)OC(C)(C)C. RXN SMILES: [C:1]([CH3:2])([CH3:3])([CH3:4])[O:5][C:6](=[O:7])[NH:8][n:9]1[c:10](=[O:34])[c:11]2[cH:12][cH:13][cH:14][cH:15][c:16]2[c:17](-[c:22]2[cH:23][c:24]([O:32][CH3:33])[c:25]([O:30][CH3:31])[c:26]([O:28][CH3:29])[cH:27]2)[c:18]1[C:19](=[O:20])[OH:21].[CH2:57]([Cl:58])[Cl:59].[CH3:35][N:36]([c:37]1[cH:38][cH:39][cH:40][cH:41][n:42]1)[CH3:43].[CH3:45][N:46]([CH3:47])[CH2:48][CH2:49][CH2:50][N:51]=[C:52]=[N:53][CH2:54][CH3:55].[CH3:60][OH:61].[CH3:62][CH2:63][O:64][C:65](=[O:66])[CH3:67].[ClH:44].[OH2:56]>>[C:1]([CH3:2])([CH3:3])([CH3:4])[O:5][C:6](=[O:7])[NH:8][n:9]1[c:10](=[O:34])[c:11]2[cH:12][cH:13][cH:14][cH:15][c:16]2[c:17](-[c:22]2[cH:23][c:24]([O:32][CH3:33])[c:25]([O:30][CH3:31])[c:26]([O:28][CH3:29])[cH:27]2)[c:18]1[C:19](=[O:20])[O:21][CH3:35]. The reactants are NC1=CC=C(C=C1)S(=O)(=O)N(C)C (4-amino-N,N-dimethylbenzenesulfonamide), C1(CC1)C1=NNC(=C1)NC1=NC(=NC=C1)NC=1C=C(C=CC1)S(=O)(=O)N (3-(4-(3-cyclopropyl-1H-pyrazol-5-ylamino) pyrimidin-2-ylamino) benzenesulfonamide). Product: C1(CC1)C1=NNC(=C1)NC1=NC(=NC=C1)NC1=CC=C(C=C1)S(=O)(=O)N(C)C (4-(4-(3-cyclopropyl-1H-pyrazol-5-ylamino)pyrimidin-2-ylamino)N,N-dimethylbenzenesulfonamide). Isolated yield 9.8%. Reaction SMILES: [NH2:1][C:2]1[CH:7]=[CH:6][C:5]([S:8]([N:11]([CH3:13])[CH3:12])(=[O:10])=[O:9])=[CH:4][CH:3]=1.[CH:14]1([C:17]2[CH:21]=[C:20]([NH:22][C:23]3[CH:28]=[CH:27][N:26]=[C:25](NC4C=C(S(N)(=O)=O)C=CC=4)[N:24]=3)[NH:19][N:18]=2)[CH2:16][CH2:15]1>>[CH:14]1([C:17]2[CH:21]=[C:20]([NH:22][C:23]3[CH:28]=[CH:27][N:26]=[C:25]([NH:1][C:2]4[CH:7]=[CH:6][C:5]([S:8]([N:11]([CH3:13])[CH3:12])(=[O:10])=[O:9])=[CH:4][CH:3]=4)[N:24]=3)[NH:19][N:18]=2)[CH2:16][CH2:15]1. Procedure details: Compound 103 (25.0 mg, 9.8%) was prepared from 4-amino-N,N-dimethylbenzenesulfonamide as described in Compound 82 and purified by prep HPLC. LC-MS (m/z): 400.1 [M+H]+; 1H NMR (400 MHz, DMSO-d6): δ 0.69-0.73 (m, 2H), 0.91-0.96 (m, 2H), 1.86-1.90 (m, 1H), 2.58 (s, 6H), 6.28 (bs, 1H), 6.54 (bs, 1H), 7.60 (d, J=4.0 Hz, 2H), 8.04 (d, J=4.0 Hz, 3H), 9.66 (s, 2H), 12.08 (s, 1H). Reactants: CCOc1cc(C=O)cc([N+](=O)[O-])c1O, [Cl-], [Cl-], [Zn+2]. Product: O=Cc1cc(O)c(O)c([N+](=O)[O-])c1. Reaction SMILES: [CH2:1]([CH3:2])[O:3][c:4]1[cH:5][c:6]([CH:7]=[O:8])[cH:9][c:10]([N+:13](=[O:14])[O-:15])[c:11]1[OH:12].[Cl-:16].[Cl-:18].[Zn+2:17]>>[OH:3][c:4]1[cH:5][c:6]([CH:7]=[O:8])[cH:9][c:10]([N+:13](=[O:14])[O-:15])[c:11]1[OH:12].